This data is from the Open Reaction Database (ORD), a public repository of structured organic reaction records. The task is: describe an organic reaction: reactants, conditions, products, and yield Solvent: O1CCCC1 (tetrahydrofuran), S(O)(O)(=O)=O (sulfuric acid). Yields the product OC1=C(C=CC=C1)SC1=C(CO)C=CC(=C1)[N+](=O)[O-] (2-(o-hydroxyphenylthio)-4-nitrobenzyl alcohol). RXN SMILES: [OH:1][C:2]1[CH:7]=[CH:6][CH:5]=[CH:4][C:3]=1[S:8][C:9]1[CH:17]=[C:16]([N+:18]([O-:20])=[O:19])[CH:15]=[CH:14][C:10]=1[C:11](O)=[O:12].B>S(=O)(=O)(O)O.O1CCCC1>[OH:1][C:2]1[CH:7]=[CH:6][CH:5]=[CH:4][C:3]=1[S:8][C:9]1[CH:17]=[C:16]([N+:18]([O-:20])=[O:19])[CH:15]=[CH:14][C:10]=1[CH2:11][OH:12]. Reported procedure: 9-Cyano-6H-dibenz[b,e][1,4]oxathiepin (IIa) may be prepared according to the following general reaction scheme: ##STR6## wherein R2 and R3 are as previously defined, by treating an appropriately substituted (R2 and/or R3) o-aminothiophenol with 2-chloro-4-nitrobenzoic acid in the presence of cuprous oxide to form the corresponding 2-(o-aminophenylthio)-4-nitrobenzoic acid which then is suspended in water, acidified with sulfuric acid, treated with sodium nitrite followed by sodium fluoroborate t... Reactants: OC1=C(C=CC=C1)SC1=C(C(=O)O)C=CC(=C1)[N+](=O)[O-] (2-(o-hydroxyphenylthio)-4nitrobenzoic acid), B (borane).